This data is from the Open Reaction Database (ORD), a public repository of structured organic reaction records. The task is: describe an organic reaction: reactants, conditions, products, and yield Starting materials: CN1C=NN2C(C1=O)=NC=C2 (3-Methyl-3H-imidazo[2,1-f][1,2,4]triazin-4-one), BrC=1C=CC(=C(C1)C=1C(=CC(=CC1)F)C#N)F (5′-bromo-4,2′-difluorobiphenyl-2-carbonitrile), C(C)(=O)[O-].[K+] (potassium acetate). The reagents and catalysts are C(C)(=O)[O-].[Pd+2].C(C)(=O)[O-] (Palladium(II) acetate), C1(=CC=CC=C1)P(C1=CC=CC=C1)C1=CC=CC=C1 (triphenylphosphine). Solvent: CN(C(C)=O)C (N,N-dimethylacetamide), C(C)(=O)OCC (ethyl acetate). Run at temperature 120 celsius. Product: FC=1C=C(C(=CC1)C1=C(C=CC(=C1)C1=CN=C2C(N(C=NN21)C)=O)F)C#N (4,2′-difluoro-5′-(3-methyl-4-oxo-3,4-dihydroimidazo[2,1-f][1,2,4] triazin-7-yl)biphenyl-2-carbonitrile). Isolated yield 77.0%. Reaction SMILES: [CH3:1][N:2]1[C:7](=[O:8])[C:6]2=[N:9][CH:10]=[CH:11][N:5]2[N:4]=[CH:3]1.Br[C:13]1[CH:14]=[CH:15][C:16]([F:28])=[C:17]([C:19]2[C:20]([C:26]#[N:27])=[CH:21][C:22]([F:25])=[CH:23][CH:24]=2)[CH:18]=1.C([O-])(=O)C.[K+]>CN(C)C(=O)C.C(OCC)(=O)C.C([O-])(=O)C.[Pd+2].C([O-])(=O)C.C1(P(C2C=CC=CC=2)C2C=CC=CC=2)C=CC=CC=1>[F:25][C:22]1[CH:21]=[C:20]([C:26]#[N:27])[C:19]([C:17]2[CH:18]=[C:13]([C:11]3[N:5]4[C:6]([C:7](=[O:8])[N:2]([CH3:1])[CH:3]=[N:4]4)=[N:9][CH:10]=3)[CH:14]=[CH:15][C:16]=2[F:28])=[CH:24][CH:23]=1 |f:2.3,6.7.8|. Procedure: 3-Methyl-3H-imidazo[2,1-f][1,2,4]triazin-4-one (75 mg, 0.5 mmol), 5′-bromo-4,2′-difluorobiphenyl-2-carbonitrile (prepared according to the procedure described in WO 02/38568) (220 mg, 0.75 mmol) and potassium acetate (74 mg, 0.75 mmol) were suspended in N,N-dimethylacetamide (2 ml) and degassed with nitrogen for 10 min. Palladium(II) acetate (5.6 mg, 0.025 mmol) and triphenylphosphine (6.6 mg, 0.025 mmol) were added and the mixture heated at 120° C. for 1 h. The mixture was allowed to cool to am... Starting materials: COc1ccc(CNC2CCC(NS(=O)(=O)c3ccc(-c4ccc(F)cc4F)cc3)CC2)c(OC)c1, CC#N, CCOC(C)=O, [NH4+], O=[N+]([O-])[O-], O. The product is NC1CCC(NS(=O)(=O)c2ccc(-c3ccc(F)cc3F)cc2)CC1. RXN SMILES: [CH3:1][O:2][c:3]1[cH:4][c:5]([O:31][CH3:32])[cH:33][cH:34][c:35]1[CH2:36][NH:6][CH:7]1[CH2:8][CH2:9][CH:10]([NH:13][S:14](=[O:15])(=[O:16])[c:17]2[cH:18][cH:19][c:20](-[c:23]3[c:24]([F:30])[cH:25][c:26]([F:29])[cH:27][cH:28]3)[cH:21][cH:22]2)[CH2:11][CH2:12]1.[CH3:43][C:44]#[N:45].[CH3:46][CH2:47][O:48][C:49]([CH3:50])=[O:51].[NH4+:38].[O-:39][N+:40](=[O:41])[O-:42].[OH2:37]>>[NH2:6][CH:7]1[CH2:8][CH2:9][CH:10]([NH:13][S:14](=[O:15])(=[O:16])[c:17]2[cH:18][cH:19][c:20](-[c:23]3[c:24]([F:30])[cH:25][c:26]([F:29])[cH:27][cH:28]3)[cH:21][cH:22]2)[CH2:11][CH2:12]1. The reactants are NC1=CC=C(C=C1)C=1SC2=C(N1)C=CC=C2 (2-(4-aminophenyl)benzothiazole), CS(=O)(=O)O (methanesulphonic acid). Solvent: C(C)(=O)OCC (ethyl acetate). Reaction conditions: time 30 minute. Yields the product CS(=O)(=O)O.NC1=CC=C(C=C1)C=1SC2=C(N1)C=CC=C2 (2-(4-Aminophenyl)benzothiazole methanesulphonic acid salt). Isolated yield 94.0%. RXN SMILES: [NH2:1][C:2]1[CH:7]=[CH:6][C:5]([C:8]2[S:9][C:10]3[CH:16]=[CH:15][CH:14]=[CH:13][C:11]=3[N:12]=2)=[CH:4][CH:3]=1.[CH3:17][S:18]([OH:21])(=[O:20])=[O:19]>C(OCC)(=O)C>[CH3:17][S:18]([OH:21])(=[O:20])=[O:19].[NH2:1][C:2]1[CH:3]=[CH:4][C:5]([C:8]2[S:9][C:10]3[CH:16]=[CH:15][CH:14]=[CH:13][C:11]=3[N:12]=2)=[CH:6][CH:7]=1 |f:3.4|. Procedure: To a solution of 2-(4-aminophenyl)benzothiazole (0.5 g, 2.21 mmol) in ethyl acetate (65 ml) was added dropwise methanesulphonic acid (0.215 g, 2.21 mmol) at room temperature. The reaction mixture was stirred for 30 minutes. The product was collected and washed with hot ethyl acetate to give a pale yellow powder (0.67 g, 94%), m.p. 261°-262° C.; vmax /cm-1 3422, 2880, 2633, 1598, 1487, 1322, 1220, 1149, 1043, 967, 780, 755, 561; δH (DMSO-d6) 8.10(1H, d, J7.9, 4-H), 8.00(3H, m, 7, 2', 6'-H), 7.52(...